This data is from the Open Reaction Database (ORD), a public repository of structured organic reaction records. The task is: describe an organic reaction: reactants, conditions, products, and yield Starting materials: CCCN(CCSc1ccc(OCC(=O)OCC)c(C)c1)S(=O)(=O)c1c(C)sc2ccc(Cl)cc12, CCO, Cl, [Na+], [OH-]. Yields the product CCCN(CCSc1ccc(OCC(=O)O)c(C)c1)S(=O)(=O)c1c(C)sc2ccc(Cl)cc12. As a reaction SMILES: [CH2:1]([CH3:2])[O:3][C:4]([CH2:5][O:6][c:7]1[c:8]([CH3:34])[cH:9][c:10]([S:13][CH2:14][CH2:15][N:16]([CH2:17][CH2:18][CH3:19])[S:20](=[O:21])(=[O:22])[c:23]2[c:24]3[c:25]([s:26][c:27]2[CH3:28])[cH:29][cH:30][c:31]([Cl:33])[cH:32]3)[cH:11][cH:12]1)=[O:35].[CH3:39][CH2:40][OH:41].[ClH:38].[Na+:37].[OH-:36]>>[O:3]=[C:4]([CH2:5][O:6][c:7]1[c:8]([CH3:34])[cH:9][c:10]([S:13][CH2:14][CH2:15][N:16]([CH2:17][CH2:18][CH3:19])[S:20](=[O:21])(=[O:22])[c:23]2[c:24]3[c:25]([s:26][c:27]2[CH3:28])[cH:29][cH:30][c:31]([Cl:33])[cH:32]3)[cH:11][cH:12]1)[OH:35]. Reactants: CC(=O)O[BH-](OC(C)=O)OC(C)=O, O=C([O-])O, CNC1=NC(=O)C(=Cc2ccc(N3CCC(=O)CC3)cc2)S1, CN(C)C=O, CC(=O)O, [Na+], [Na+], NCC(O)COc1cccc2[nH]c(=O)[nH]c12. Yields the product CNC1=NC(=O)C(=Cc2ccc(N3CCC(NCC(O)COc4cccc5[nH]c(=O)[nH]c45)CC3)cc2)S1. As a reaction SMILES: [C:39]([O:40][BH-:41]([O:42][C:43](=[O:44])[CH3:45])[O:46][C:47](=[O:48])[CH3:49])(=[O:50])[CH3:51].[C:53](=[O:54])([OH:55])[O-:56].[CH3:1][NH:2][C:3]1=[N:7][C:6](=[O:8])[C:5](=[CH:9][c:10]2[cH:11][cH:12][c:13]([N:16]3[CH2:17][CH2:18][C:19](=[O:22])[CH2:20][CH2:21]3)[cH:14][cH:15]2)[S:4]1.[CH3:58][N:59]([CH3:60])[CH:61]=[O:62].[CH3:63][C:64](=[O:65])[OH:66].[Na+:52].[Na+:57].[OH:23][CH:24]([CH2:25][O:26][c:27]1[cH:28][cH:29][cH:30][c:31]2[nH:32][c:33](=[O:36])[nH:34][c:35]12)[CH2:37][NH2:38]>>[CH3:1][NH:2][C:3]1=[N:7][C:6](=[O:8])[C:5](=[CH:9][c:10]2[cH:11][cH:12][c:13]([N:16]3[CH2:17][CH2:18][CH:19]([NH:38][CH2:37][CH:24]([OH:23])[CH2:25][O:26][c:27]4[cH:28][cH:29][cH:30][c:31]5[nH:32][c:33](=[O:36])[nH:34][c:35]45)[CH2:20][CH2:21]3)[cH:14][cH:15]2)[S:4]1. Reactants: CCC1(C)OC(c2ccc(S(N)(=O)=O)cc2)=C(I)C1=O, OB(O)c1ccccc1. Yields the product CCC1(C)OC(c2ccc(S(N)(=O)=O)cc2)=C(c2ccccc2)C1=O. Reaction SMILES: [NH2:1][S:2](=[O:3])(=[O:4])[c:5]1[cH:6][cH:7][c:8]([C:11]2=[C:12]([I:20])[C:13](=[O:19])[C:14]([CH3:16])([CH2:17][CH3:18])[O:15]2)[cH:9][cH:10]1.[c:21]1([B:27]([OH:28])[OH:29])[cH:22][cH:23][cH:24][cH:25][cH:26]1>>[NH2:1][S:2](=[O:3])(=[O:4])[c:5]1[cH:6][cH:7][c:8]([C:11]2=[C:12]([c:21]3[cH:22][cH:23][cH:24][cH:25][cH:26]3)[C:13](=[O:19])[C:14]([CH3:16])([CH2:17][CH3:18])[O:15]2)[cH:9][cH:10]1. Starting materials: Cl (hydrochloric acid), C(=O)(OCC)C1C(CCCCCCCCCC1)=O (2-carboethoxycyclododecanone), [H-].[Na+] (sodium hydride), C1(CCO1)=O (β-propiolactone), [OH-].[Na+] (sodium hydroxide). The solvent is C1(=CC=CC=C1)C (toluene), C1(=CC=CC=C1)C (toluene). Conditions: time 30 minute. The product is O=C1C(CCCCCCCCCC1)CCC(=O)O (β-(2-oxocyclododecyl)propionic acid). Isolated yield 85.0%. RXN SMILES: [C:1]([CH:6]1[CH2:17][CH2:16][CH2:15][CH2:14][CH2:13][CH2:12][CH2:11][CH2:10][CH2:9][CH2:8][C:7]1=[O:18])(OCC)=O.[H-].[Na+].[C:21]1(=[O:25])[O:24]C[CH2:22]1.[OH-].[Na+].Cl>C1(C)C=CC=CC=1>[O:18]=[C:7]1[CH2:8][CH2:9][CH2:10][CH2:11][CH2:12][CH2:13][CH2:14][CH2:15][CH2:16][CH2:17][CH:6]1[CH2:1][CH2:22][C:21]([OH:25])=[O:24] |f:1.2,4.5|. Procedure details: Cyclododecanone and diethyl carbonate were allowed to react in the presence of a base to give 2-carboethoxycyclododecanone in 93% yield. Ten grams of the 2-carboethoxycyclododecanone was dissolved in 40 ml of toluene and the resulting solution was added dropwise into a solution of 2.4 g of sodium hydride (purity 60%) suspended in toluene and kept at 80° C. After the completion of the dropping, the solution thus obtained was stirred for 30 minutes and then the reaction temperature was cooled to r... Reactants: FC(C(=O)O)(F)F.COC1=CC=C(CN2N=CC(=C2)C=2C=C3N(N2)C=CN3C=3C=C(N)C=CC3C)C=C1 (3-{6-[1-(4-Methoxybenzyl)-1H-pyrazol-4-yl]-1H-imidazo[1,2-b]pyrazol-1-yl}-4-methylaniline trifluoroacetate), FC(C(=O)O)(F)F.C(C)(C)(C)C=1C=C(C(=O)O)C=C(C1)CN1CCCC1 (3-tert-Butyl-5-(pyrrolidin-1-ylmethyl)benzoic acid trifluoroacetate). The product is C(C)(C)(C)C=1C=C(C(=O)NC2=CC(=C(C=C2)C)N2C=CN3N=C(C=C32)C=3C=NN(C3)CC3=CC=C(C=C3)OC)C=C(C1)CN1CCCC1 (3-tert-Butyl-N-(3-{6-[1-(4-methoxybenzyl)-1H-pyrazol-4-yl]-1H-imidazo[1,2-b]pyrazol-1-yl}-4-methylphenyl)-5-(pyrrolidin-1-ylmethyl)benzamide). As a reaction SMILES: FC(F)(F)C(O)=O.[CH3:8][O:9][C:10]1[CH:37]=[CH:36][C:13]([CH2:14][N:15]2[CH:19]=[C:18]([C:20]3[CH:21]=[C:22]4[N:27]([C:28]5[CH:29]=[C:30]([CH:32]=[CH:33][C:34]=5[CH3:35])[NH2:31])[CH:26]=[CH:25][N:23]4[N:24]=3)[CH:17]=[N:16]2)=[CH:12][CH:11]=1.FC(F)(F)C(O)=O.[C:45]([C:49]1[CH:50]=[C:51]([CH:55]=[C:56]([CH2:58][N:59]2[CH2:63][CH2:62][CH2:61][CH2:60]2)[CH:57]=1)[C:52](O)=[O:53])([CH3:48])([CH3:47])[CH3:46]>>[C:45]([C:49]1[CH:50]=[C:51]([CH:55]=[C:56]([CH2:58][N:59]2[CH2:60][CH2:61][CH2:62][CH2:63]2)[CH:57]=1)[C:52]([NH:31][C:30]1[CH:32]=[CH:33][C:34]([CH3:35])=[C:28]([N:27]2[C:22]3[N:23]([N:24]=[C:20]([C:18]4[CH:17]=[N:16][N:15]([CH2:14][C:13]5[CH:12]=[CH:11][C:10]([O:9][CH3:8])=[CH:37][CH:36]=5)[CH:19]=4)[CH:21]=3)[CH:25]=[CH:26]2)[CH:29]=1)=[O:53])([CH3:48])([CH3:46])[CH3:47] |f:0.1,2.3|. Reported procedure: 70 mg (0.14 mmol) of the compound of Example 8A and 51 mg (0.14 mmol) of the compound of Example 22A were reacted analogously to the procedure of Example 48A. This gave 83 mg (88% pure, 83% of theory) of the title compound. The reactants are CN[C@H](CN1CC(C1)O)C ((S)-1-(2-(methylamino)propyl)azetidin-3-ol), CCN(C(C)C)C(C)C (DIPEA), BrC1=CC=C(C(=O)O)C=C1 (4-bromobenzoic acid), CN(C)C(=[N+](C)C)ON1C2=C(C=CC=C2)N=N1.[B-](F)(F)(F)F (TBTU). The solvent is C1CCOC1 (THF), C(Cl)Cl (DCM). Conditions: time 20 minute. The product is BrC1=CC=C(C(=O)N(C)[C@H](CN2CC(C2)O)C)C=C1 ((S)-4-Bromo-N-(1-(3-hydroxyazetidin-1-yl)propan-2-yl)-N-methylbenzamide). Yield: 19.0%. As a reaction SMILES: CCN(C(C)C)C(C)C.[Br:10][C:11]1[CH:19]=[CH:18][C:14]([C:15]([OH:17])=O)=[CH:13][CH:12]=1.CN(C(ON1N=NC2C=CC=CC1=2)=[N+](C)C)C.[B-](F)(F)(F)F.[CH3:42][NH:43][C@@H:44]([CH3:51])[CH2:45][N:46]1[CH2:49][CH:48]([OH:50])[CH2:47]1>C(Cl)Cl.C1COCC1>[Br:10][C:11]1[CH:12]=[CH:13][C:14]([C:15]([N:43]([C@@H:44]([CH3:51])[CH2:45][N:46]2[CH2:49][CH:48]([OH:50])[CH2:47]2)[CH3:42])=[O:17])=[CH:18][CH:19]=1 |f:2.3|. Reported procedure: DIPEA (0.217 mL, 1.25 mmol) was added to a stirred suspension of 4-bromobenzoic acid (0.075 g, 0.37 mmol) and TBTU (0.120 g, 0.37 mmol) in DCM (2 mL) at rt. The suspension was stirred for 20 min before it was cooled on an ice-bath. A solution of (S)-1-(2-(methylamino)propyl)azetidin-3-ol (Compound M11) (0.06 g, 0.42 mmol) in THF (1.5 mL) was added over 10 min. The ice-bath was removed and the reaction was stirred at rt over night. DCM (3 mL) was added and the mixture was washed with NaHCO3 (8% a... Starting materials: C1(=CC=CC=C1)SC (thioanisole), solution, C(CCC)[Li] (n-butyllithium). The solvent is O1CCCC1 (tetrahydrofuran), O1CCCC1 (tetrahydrofuran), CCCCCC (n-hexane). The product is solution, C1(=CC=CC=C1)SC[Li] (phenylthiomethyllithium). RXN SMILES: [C:1]1([S:7][CH3:8])[CH:6]=[CH:5][CH:4]=[CH:3][CH:2]=1.C([Li:13])CCC>CCCCCC.O1CCCC1>[C:1]1([S:7][CH2:8][Li:13])[CH:6]=[CH:5][CH:4]=[CH:3][CH:2]=1. Procedure: To a solution of 1.17 ml. of thioanisole in 20 ml. of dry tetrahydrofuran were added 8.4 ml. of a 1.2M solution of n-butyllithium in n-hexane at -20° C. and the mixture was stirred at the same temperature of 1.5 hours to give a 0.28M solution of phenylthiomethyllithium in tetrahydrofuran.